Dataset: the Open Reaction Database (ORD), a public repository of structured organic reaction records. Task: describe an organic reaction: reactants, conditions, products, and yield The reactants are BrN1C(CCC1=O)=O (N-bromosuccinimide), ClC1=C(C(=O)OC(C)C)C=C(C(=C1)F)N1C(N(C=C(C1=O)C)C)=O (isopropyl 2-chloro-4-fluoro-5-[3,6-dihydro-3,5-dimethyl-2,6-dioxo-1(2H)-pyrimidinyl]-benzoate), C(C1=CC=CC=C1)(=O)OOC(C1=CC=CC=C1)=O (dibenzoyl peroxide). Run in C(Cl)(Cl)(Cl)Cl (carbon tetrachloride). Yields the product ClC1=C(C(=O)OC(C)C)C=C(C(=C1)F)N1C(N(C=C(C1=O)CBr)C)=O (isopropyl 2-chloro-4-fluoro-5-[5-bromomethyl-3,6-dihydro-3-methyl-2,6-dioxo-1(2H)-pyrimidinyl]-benzoate). RXN SMILES: [Cl:1][C:2]1[CH:13]=[C:12]([F:14])[C:11]([N:15]2[C:20](=[O:21])[C:19]([CH3:22])=[CH:18][N:17]([CH3:23])[C:16]2=[O:24])=[CH:10][C:3]=1[C:4]([O:6][CH:7]([CH3:9])[CH3:8])=[O:5].[Br:25]N1C(=O)CCC1=O.C(OOC(=O)C1C=CC=CC=1)(=O)C1C=CC=CC=1>C(Cl)(Cl)(Cl)Cl>[Cl:1][C:2]1[CH:13]=[C:12]([F:14])[C:11]([N:15]2[C:20](=[O:21])[C:19]([CH2:22][Br:25])=[CH:18][N:17]([CH3:23])[C:16]2=[O:24])=[CH:10][C:3]=1[C:4]([O:6][CH:7]([CH3:9])[CH3:8])=[O:5]. Reported procedure: A solution of 3.5 g of isopropyl 2-chloro-4-fluoro-5-[3,6-dihydro-3,5-dimethyl-2,6-dioxo-1(2H)-pyrimidinyl]-benzoate in 100 ml of carbon tetrachloride is heated to reflux temperature while stirring for 1 hour with 1.8 g of N-bromosuccinimide and some dibenzoyl peroxide. The reaction mixture is irradiated with a 150 W bulb. The succinimide is filtered off under suction and the filtrate is evaporated to dryness under reduced pressure. The residue is purified by chromatography on a silica gel colum... Starting materials: [Cl-].[Cl-].[Cl-].[Al+3] (aluminium trichloride), ClCC(=O)Cl (chloroacetyl chloride), C=1(C)C(C)=CC(C)=C(C)C1 (durene). Product: ClCC(=O)C1=C(C(C)=CC(=C1C)C)C (3-chloroacetyl-durene). The yield is 84.6%. RXN SMILES: [Cl-].[Cl-].[Cl-].[Al+3].[Cl:5][CH2:6][C:7](Cl)=[O:8].[C:10]1([C:12](=[CH:14][C:15](=[C:17]([CH:19]=1)[CH3:18])[CH3:16])[CH3:13])[CH3:11]>>[Cl:5][CH2:6][C:7]([C:19]1[C:17]([CH3:18])=[C:15]([CH3:16])[CH:14]=[C:12]([CH3:13])[C:10]=1[CH3:11])=[O:8] |f:0.1.2.3|. Reported procedure: Example 1 was repeated but 1.33 g of aluminium trichloride, 1.13 g of chloroacetyl chloride and 1.34 g of durene were employed. 1.78 g of 3-chloroacetyl-durene were obtained, melting point 65.5°=66° C. The product was purified by distillation (bp 113°-117° C.)/0.4 mmHg) and crystallized from ethanol. Similarly, 3-bromoacetyl-durene, melting 53°-54° C. was obtained. The product is Cn1cc(-c2cc(OCC3CCCNC3)c3c(Br)cnn3c2)cn1. RXN SMILES: [Br:1][c:2]1[cH:3][n:4][n:5]2[c:6]1[c:7]([O:17][CH2:18][CH:19]1[CH2:20][N:21]([C:25]([O:26][C:27]([CH3:28])([CH3:29])[CH3:30])=[O:31])[CH2:22][CH2:23][CH2:24]1)[cH:8][c:9](-[c:11]1[cH:12][n:13][n:14]([CH3:16])[cH:15]1)[cH:10]2.[Cl:39][CH2:40][Cl:41].[OH:32][C:33]([C:34]([F:35])([F:36])[F:37])=[O:38]>>[Br:1][c:2]1[cH:3][n:4][n:5]2[c:6]1[c:7]([O:17][CH2:18][CH:19]1[CH2:20][NH:21][CH2:22][CH2:23][CH2:24]1)[cH:8][c:9](-[c:11]1[cH:12][n:13][n:14]([CH3:16])[cH:15]1)[cH:10]2. The reactants are Cn1cc(-c2cc(OCC3CCCN(C(=O)OC(C)(C)C)C3)c3c(Br)cnn3c2)cn1, ClCCl, O=C(O)C(F)(F)F. Starting materials: OC1=CC(=C(C(=O)O)C=C1)C (4-hydroxy-2-methylbenzoic acid), C(O)([O-])=O.[K+] (potassium hydrogencarbonate), O (water), C(C1=CC=CC=C1)Br (benzyl bromide). The solvent is CN(C=O)C (dimethylformamide). Run at time 10 minute. Yields the product OC1=CC(=C(C(=O)OCC2=CC=CC=C2)C=C1)C (benzyl 4-hydroxy-2-methylbenzoate). Reaction SMILES: [OH:1][C:2]1[CH:10]=[CH:9][C:5]([C:6]([OH:8])=[O:7])=[C:4]([CH3:11])[CH:3]=1.C(=O)([O-])O.[K+].[CH2:17](Br)[C:18]1[CH:23]=[CH:22][CH:21]=[CH:20][CH:19]=1.O>CN(C)C=O>[OH:1][C:2]1[CH:10]=[CH:9][C:5]([C:6]([O:8][CH2:17][C:18]2[CH:23]=[CH:22][CH:21]=[CH:20][CH:19]=2)=[O:7])=[C:4]([CH3:11])[CH:3]=1 |f:1.2|. Procedure details: A solution of 4-hydroxy-2-methylbenzoic acid (300 mg) in dimethylformamide (3 ml) was added with potassium hydrogencarbonate (236.9 mg), the mixture was stirred for 10 minutes, and then added with benzyl bromide (0.35 ml), and the mixture was stirred at 40° C. for 2 hours. The mixture was added with distilled water, the mixture was extracted with ethyl acetate, and the organic layer was concentrated under reduced pressure. The resulting residue was purified by silica gel column chromatography (h...